The task is: describe an organic reaction: reactants, conditions, products, and yield. This data is from the Open Reaction Database (ORD), a public repository of structured organic reaction records. The yield is 79.2%. The reagents and catalysts are [I-].C(CCC)[N+](CCCC)(CCCC)CCCC (tetrabutylammonium iodide), C(C)(=O)[O-].[Pd+2].C(C)(=O)[O-] (palladium acetate). Solvent: O (water). Reactants: BrC1=CC=C(C=C1)N1N=C(N=C1)C=1C=C(C(=O)OC)C=CC1 (methyl 3-[1-(4-bromo-phenyl)-1H-[1,2,4]triazol-3-yl]-benzoate), C1(=CC=CC=C1)B(O)O (benzeneboronic acid), C([O-])([O-])=O.[Na+].[Na+] (sodium carbonate). As a reaction SMILES: Br[C:2]1[CH:7]=[CH:6][C:5]([N:8]2[CH:12]=[N:11][C:10]([C:13]3[CH:14]=[C:15]([CH:20]=[CH:21][CH:22]=3)[C:16]([O:18]C)=[O:17])=[N:9]2)=[CH:4][CH:3]=1.[C:23]1(B(O)O)[CH:28]=[CH:27][CH:26]=[CH:25][CH:24]=1.C(=O)([O-])[O-].[Na+].[Na+]>[I-].C([N+](CCCC)(CCCC)CCCC)CCC.C([O-])(=O)C.[Pd+2].C([O-])(=O)C.O>[C:2]1([C:23]2[CH:28]=[CH:27][CH:26]=[CH:25][CH:24]=2)[CH:7]=[CH:6][C:5]([N:8]2[CH:12]=[N:11][C:10]([C:13]3[CH:14]=[C:15]([CH:20]=[CH:21][CH:22]=3)[C:16]([OH:18])=[O:17])=[N:9]2)=[CH:4][CH:3]=1 |f:2.3.4,5.6,7.8.9|. Yields the product C1(=CC=C(C=C1)N1N=C(N=C1)C=1C=C(C(=O)O)C=CC1)C1=CC=CC=C1 (3-(1-Biphenyl-4-yl-1H-[1,2,4]triazol-3-yl)-benzoic acid). Procedure details: A 10 mL glass tube with a stirbar is charged with methyl 3-[1-(4-bromo-phenyl)-1H-[1,2,4]triazol-3-yl]-benzoate (265 mg, 0.74 mmol), benzeneboronic acid (90.2 mg, 0.74 mmol), sodium carbonate (235 mg), tetrabutylammonium iodide (273 mg), palladium acetate (0.8 mg) and 6 mL water. The vessel is sealed and placed into the reaction cavity of a microwave reactor. The reaction is performed with 60 W power at 150° C., with monitoring by LC/MS. After the reaction is determined to be complete, the mixtu... Reaction SMILES: [Br:14][CH2:15][c:16]1[c:17]2[c:18]([s:19][cH:20]1)[cH:21][cH:22][c:23]([Cl:25])[cH:24]2.[H-:12].[Na+:13].[O:1]=[C:2]1[NH:3][c:4]2[cH:5][cH:6][cH:7][cH:8][c:9]2[C:10]1=[O:11].[O:26]1[CH2:27][CH2:28][O:29][CH2:30][CH2:31]1>>[O:1]=[C:2]1[N:3]([CH2:15][c:16]2[c:17]3[c:18]([s:19][cH:20]2)[cH:21][cH:22][c:23]([Cl:25])[cH:24]3)[c:4]2[cH:5][cH:6][cH:7][cH:8][c:9]2[C:10]1=[O:11]. Reactants: Clc1ccc2scc(CBr)c2c1, [H-], [Na+], O=C1Nc2ccccc2C1=O, C1COCCO1. The product is O=C1C(=O)N(Cc2csc3ccc(Cl)cc23)c2ccccc21.